Dataset: the Open Reaction Database (ORD), a public repository of structured organic reaction records. Task: describe an organic reaction: reactants, conditions, products, and yield Reactants: C(C)(C)(C)OC(=O)N1CCN(CC1)CC1=CC2=C(OCO2)C=C1 (4-benzo[1,3]dioxol-5-ylmethyl-piperazine-1-carboxylic acid tert-butyl ester), O1COC2=C1C=CC(=C2)CN2CCNCC2 (1-Benzo[1,3]dioxol-5-ylmethyl-piperazine). The product is N1=CC(=CC=C1)NC(=O)N1CCN(CC1)CC1=CC2=C(OCO2)C=C1 (4-Benzo[1,3]dioxol-5-ylmethyl-piperazine-1-carboxylic acid pyridin-3-ylamide). Reaction SMILES: [O:1]1[C:5]2[CH:6]=[CH:7][C:8]([CH2:10][N:11]3[CH2:16][CH2:15][NH:14][CH2:13][CH2:12]3)=[CH:9][C:4]=2[O:3][CH2:2]1.C([O:21][C:22]([N:24]1CC[N:27]([CH2:30][C:31]2[CH:39]=CC3OCOC=3C=2)[CH2:26][CH2:25]1)=O)(C)(C)C>>[N:27]1[CH:30]=[CH:31][CH:39]=[C:25]([NH:24][C:22]([N:14]2[CH2:13][CH2:12][N:11]([CH2:10][C:8]3[CH:7]=[CH:6][C:5]4[O:1][CH2:2][O:3][C:4]=4[CH:9]=3)[CH2:16][CH2:15]2)=[O:21])[CH:26]=1. Procedure details: 1-Benzo[1,3]dioxol-5-ylmethyl-piperazine. The title compound was prepared from 4-benzo[1,3]dioxol-5-ylmethyl-piperazine-1-carboxylic acid tert-butyl ester in analogy with Example 6. The reactants are CN1CCCC1=O, N#C[Cu], N#CCc1cc(Br)ccc1N, O. Product: N#CCc1cc(C#N)ccc1N. RXN SMILES: [CH3:15][N:16]1[CH2:17][CH2:18][CH2:19][C:20]1=[O:21].[Cu:12][C:13]#[N:14].[NH2:1][c:2]1[c:3]([CH2:9][C:10]#[N:11])[cH:4][c:5]([Br:8])[cH:6][cH:7]1.[OH2:22]>>[NH2:1][c:2]1[c:3]([CH2:9][C:10]#[N:11])[cH:4][c:5]([C:13]#[N:14])[cH:6][cH:7]1. The reactants are [BH4-].[Na+] (sodium borohydride), CC1(SCC2=CC=CC=C2C1=NO)C (3,3-dimethylisothiochroman-4-oneoxime), N (ammonia). The reagents and catalysts are [Ti](Cl)(Cl)(Cl)Cl (titanium tetrachloride). Run in COCCOC (1,2-dimethoxyethane), COCCOC (1,2-dimethoxyethane). Reaction conditions: time 3 hour. Yields the product NC1C(SCC2=CC=CC=C12)(C)C (4-amino-3,3-dimethylisothiochroman). Isolated yield 54.3%. As a reaction SMILES: [BH4-].[Na+].[CH3:3][C:4]1([CH3:16])[C:13](=[N:14]O)[C:12]2[C:7](=[CH:8][CH:9]=[CH:10][CH:11]=2)[CH2:6][S:5]1.N>COCCOC.[Ti](Cl)(Cl)(Cl)Cl>[NH2:14][CH:13]1[C:12]2[C:7](=[CH:8][CH:9]=[CH:10][CH:11]=2)[CH2:6][S:5][C:4]1([CH3:16])[CH3:3] |f:0.1|. Procedure details: 25.3 g of sodium borohydride in 435 ml of 1,2-dimethoxyethane are placed under a nitrogen atmosphere. 36.9 ml of titanium tetrachloride are added dropwise thereto at a temperature of from +15° to +18° C. The mixture is stirred for 3 hours at a temperature below +20° C. and then, at from +14° to +16° C., a solution of 33.0 g of 3,3-dimethylisothiochroman-4-oneoxime in 135 ml of 1,2-dimethoxyethane is added dropwise thereto. After stirring for 16 hours at room temperature, the mixture is poured on... The reactants are ClC1=NC=C(C(=N1)C)C(=O)O (2-chloro-4-methylpyrimidine-5-carboxylic acid), C(C(=O)Cl)(=O)Cl (oxalyl chloride). The reagents and catalysts are CN(C)C=O (DMF). The solvent is ClCl (Cl2). Yields the product ClC1=NC=C(C(=N1)C)C(=O)Cl (2-chloro-4-methylpyrimidine-5-carbonyl chloride). Isolated yield 61.3%. As a reaction SMILES: [Cl:1][C:2]1[N:7]=[C:6]([CH3:8])[C:5]([C:9]([OH:11])=O)=[CH:4][N:3]=1.C(Cl)(=O)C([Cl:15])=O>CN(C=O)C.ClCl>[Cl:1][C:2]1[N:7]=[C:6]([CH3:8])[C:5]([C:9]([Cl:15])=[O:11])=[CH:4][N:3]=1. Procedure details: A solution of 2-chloro-4-methylpyrimidine-5-carboxylic acid (0.81 g, 4.70 mmol), oxalyl chloride (0.89 g, 7.05 mmol), DMF (2 drops) in CH2 Cl2 (23 mL) was stirred at room temperature under N2 for 4 h. The solution was concentrated and distilled to give the title compound (0.55 g, 61%); b.p. 90°-100° C., 1.3 mm/Hg; 1HNMR (CDCl3) δ d 9.02 (s, 1H), 2.74 (s, 3H). Reactants: [OH-].[Na+] (sodium hydroxide), 201, CC(CC(C)=O)(C)NC(CCOC)=O (N-(1,1-dimethyl-3-oxobutyl)-3-methoxypropionamide), N1CCCCC1 (piperidine), Cl(=O)(=O)(=O)[O-].C[NH2+]C (dimethylammonium perchlorate). The reagents and catalysts are [Pt]=O (platinum oxide). Yields the product CC(CC(C)N1CCCCC1)(C)NC(C=C)=O (N-(1,1-dimethyl-3-piperidinobutyl)acrylamide). As a reaction SMILES: [CH3:1][C:2]([NH:8][C:9](=[O:14])[CH2:10][CH2:11]OC)([CH3:7])[CH2:3][C:4](=O)[CH3:5].[NH:15]1[CH2:20][CH2:19][CH2:18][CH2:17][CH2:16]1.Cl([O-])(=O)(=O)=O.C[NH2+]C.[OH-].[Na+]>[Pt]=O>[CH3:1][C:2]([NH:8][C:9](=[O:14])[CH:10]=[CH2:11])([CH3:7])[CH2:3][CH:4]([N:15]1[CH2:20][CH2:19][CH2:18][CH2:17][CH2:16]1)[CH3:5] |f:2.3,4.5|. Procedure details: Following the procedure of Example 1, a mixture of 201 parts (1 mole) of N-(1,1-dimethyl-3-oxobutyl)-3-methoxypropionamide, 170 parts (2 moles) of piperidine, 0.5 parts of platinum oxide and 1 part of dimethylammonium perchlorate is hydrogenated in the Parr apparatus, starting at a pressure of 70 psi. and recharging when the pressure has reached 39 psi. The product is pyrolyzed with sodium hydroxide to yield the desired N-(1,1-dimethyl-3-piperidinobutyl)acrylamide. Reactants: Cl.N1(CCNCC1)C(=O)C1=C(C=CC=C1)C(F)(F)F (piperazine-1-yl-(2-trifluoromethyl-phenyl)-methanone hydrochloride), CCN(C(C)C)C(C)C (DIPEA), C(C1=CC=CC=C1)OC1=CC=C(C(=O)NCC(=O)O)C=C1 ((4-benzyloxy-benzoylamino]-acetic acid), C=1C=CC2=C(C1)N=NN2O (HOBT), CCN=C=NCCCN(C)C.Cl (EDCI.HCl). Solvent: O (water), CN(C)C=O (DMF). Conditions: time 2 minute. Product: C(C1=CC=CC=C1)OC1=CC=C(C(=O)NCC(N2CCN(CC2)C(C2=C(C=CC=C2)C(F)(F)F)=O)=O)C=C1 (4-benzyloxy-N-{2-oxo-2-[4-(2-trifluoromethyl-benzoyl)-piperazin-1-yl]-ethyl}-benzamide). Isolated yield 104.1%. RXN SMILES: CCN(C(C)C)C(C)C.[CH2:10]([O:17][C:18]1[CH:30]=[CH:29][C:21]([C:22]([NH:24][CH2:25][C:26]([OH:28])=O)=[O:23])=[CH:20][CH:19]=1)[C:11]1[CH:16]=[CH:15][CH:14]=[CH:13][CH:12]=1.C1C=CC2N(O)N=NC=2C=1.CCN=C=NCCCN(C)C.Cl.Cl.[N:54]1([C:60]([C:62]2[CH:67]=[CH:66][CH:65]=[CH:64][C:63]=2[C:68]([F:71])([F:70])[F:69])=[O:61])[CH2:59][CH2:58][NH:57][CH2:56][CH2:55]1>CN(C=O)C.O>[CH2:10]([O:17][C:18]1[CH:19]=[CH:20][C:21]([C:22]([NH:24][CH2:25][C:26](=[O:28])[N:57]2[CH2:58][CH2:59][N:54]([C:60](=[O:61])[C:62]3[CH:67]=[CH:66][CH:65]=[CH:64][C:63]=3[C:68]([F:71])([F:69])[F:70])[CH2:55][CH2:56]2)=[O:23])=[CH:29][CH:30]=1)[C:11]1[CH:12]=[CH:13][CH:14]=[CH:15][CH:16]=1 |f:3.4,5.6|. Reported procedure: DIPEA (98 mg, 0.76 mmol) was added to a stirred solution of (4-benzyloxy-benzoylamino]-acetic acid (50 mg, 0.17 mmol) in DMF (3 mL). HOBT (25.8 mg, 0.19 mmol) and EDCI.HCl (83 mg, 0.43 mmol) were added at room temperature. After 2 minutes, piperazine-1-yl-(2-trifluoromethyl-phenyl)-methanone hydrochloride (61.5 mg, 0.21 mmol). The resulting mixture was stirred at room temperature overnight. The mixture was diluted with cold water and the resulting precipitate was filtered, washed with hexane and... Starting materials: COc1ccc2c(c1)C(CCCBr)=CCC2, O=C1NC(=O)c2ccccc21, [K], CN(C)C=O, O. Product: COc1ccc2c(c1)C(CCCN1C(=O)c3ccccc3C1=O)=CCC2. As a reaction SMILES: [Br:1][CH2:2][CH2:3][CH2:4][C:5]1=[CH:6][CH2:7][CH2:8][c:9]2[cH:10][cH:11][c:12]([O:15][CH3:16])[cH:13][c:14]21.[C:17]1(=[O:27])[c:18]2[c:19]([cH:23][cH:24][cH:25][cH:26]2)[C:20](=[O:22])[NH:21]1.[K:28].[O:29]=[CH:30][N:31]([CH3:32])[CH3:33].[OH2:34]>>[CH2:2]([CH2:3][CH2:4][C:5]1=[CH:6][CH2:7][CH2:8][c:9]2[cH:10][cH:11][c:12]([O:15][CH3:16])[cH:13][c:14]21)[N:21]1[C:17](=[O:27])[c:18]2[c:19]([cH:23][cH:24][cH:25][cH:26]2)[C:20]1=[O:22]. Starting materials: ClC1=CC2=C(C=C1)C1=C(C(=C(N(S1(=O)=O)C)C(=O)OC)O)S2 (methyl 7-chloro-4-hydroxy-2-methyl-2H-[1] benzothieno [2,3-e]-1,2-thiazine-3-carboxylate-1,1-dioxide), NC=1SC=CN1 (2-aminothiazole). The product is ClC1=CC2=C(C=C1)C1=C(C(=C(N(S1(=O)=O)C)C(=O)NC=1SC=CN1)O)S2 (7-Chloro-4-hydroxy-2-methyl-N-(2-thiazolyl)-2H-[1] benzothieno [2,3-e]-1,2-thiazine-3-carboxamide-1,1-dioxide). Yield: 56.0%. RXN SMILES: [Cl:1][C:2]1[CH:7]=[CH:6][C:5]2[C:8]3[S:13](=[O:15])(=[O:14])[N:12]([CH3:16])[C:11]([C:17](OC)=[O:18])=[C:10]([OH:21])[C:9]=3[S:22][C:4]=2[CH:3]=1.[NH2:23][C:24]1[S:25][CH:26]=[CH:27][N:28]=1>>[Cl:1][C:2]1[CH:7]=[CH:6][C:5]2[C:8]3[S:13](=[O:14])(=[O:15])[N:12]([CH3:16])[C:11]([C:17]([NH:23][C:24]4[S:25][CH:26]=[CH:27][N:28]=4)=[O:18])=[C:10]([OH:21])[C:9]=3[S:22][C:4]=2[CH:3]=1. Procedure: Prepared analogous to Example 1 from methyl 7-chloro-4-hydroxy-2-methyl-2H-[1] benzothieno [2,3-e]-1,2-thiazine-3-carboxylate-1,1-dioxide and 2-aminothiazole with a yield of 56% of theory. The reactants are C(C(=O)C)C=1C(NCCCC1C1=CC=C(C=C1)OC)=O (3-acetonyl-4-(4-methoxyphenyl)-1,5,6,7-tetrahydro-2H-azepinone), C(C)(C)N (isopropylamine), Cl (hydrogen chloride), C(#N)[BH3-].[Na+] (sodium cyanoborohydride), Cl (hydrochloric acid). Solvent: CO (methanol). Product: O.Cl.C(C)(C)NC(CC=1C(NCCCC1C1=CC=C(C=C1)OC)=O)C.C(C)(C)NC(CC=1C(NCCCC1C1=CC=C(C=C1)OC)=O)C.Cl (3-(2-isopropylaminopropyl)-4-(4-methoxyphenyl)-1,5,6,7-tetrahydro-2H-azepinone hydrochloride hemihydrate). RXN SMILES: [CH2:1]([C:5]1[C:6](=[O:20])[NH:7][CH2:8][CH2:9][CH2:10][C:11]=1[C:12]1[CH:17]=[CH:16][C:15]([O:18][CH3:19])=[CH:14][CH:13]=1)[C:2]([CH3:4])=[O:3].[CH:21]([NH2:24])([CH3:23])[CH3:22].[ClH:25].C([BH3-])#N.[Na+]>CO>[OH2:3].[ClH:25].[CH:21]([NH:24][CH:2]([CH3:4])[CH2:1][C:5]1[C:6](=[O:20])[NH:7][CH2:8][CH2:9][CH2:10][C:11]=1[C:12]1[CH:17]=[CH:16][C:15]([O:18][CH3:19])=[CH:14][CH:13]=1)([CH3:23])[CH3:22].[CH:21]([NH:24][CH:2]([CH3:4])[CH2:1][C:5]1[C:6](=[O:20])[NH:7][CH2:8][CH2:9][CH2:10][C:11]=1[C:12]1[CH:17]=[CH:16][C:15]([O:18][CH3:19])=[CH:14][CH:13]=1)([CH3:23])[CH3:22].[ClH:25] |f:3.4,6.7.8.9.10|. Reported procedure: The solution of 13.6 g of 3-acetonyl-4-(4-methoxyphenyl)-1,5,6,7-tetrahydro-2H-azepinone, 25.5 ml of isopropylamine, 10 ml of 5.8 N methanolic hydrogen chloride and 3.4 g of sodium cyanoborohydride in 260 ml of methanol is refluxed for three days. The mixture is cooled to 0°, acidified to pH=1 with concentrated hydrochloric acid and evaporated. The residue is taken up in water, the mixture washed with diethyl ether, rendered basic to pH=10-11 with 3 N aqueous sodium hydroxide and extracted with ... RXN SMILES: [Li+:1].[O:17]1[CH2:18][CH2:19][CH2:20][CH2:21]1.[OH-:2].[OH2:16].[nH:3]1[cH:4][cH:5][c:6]2[cH:7][cH:8][c:9]([C:12](=[O:13])[O:14][CH3:15])[cH:10][c:11]12>>[nH:3]1[cH:4][cH:5][c:6]2[cH:7][cH:8][c:9]([C:12](=[O:13])[OH:14])[cH:10][c:11]12. Starting materials: [Li+], C1CCOC1, [OH-], O, COC(=O)c1ccc2cc[nH]c2c1. Yields the product O=C(O)c1ccc2cc[nH]c2c1.